From a dataset of the Open Reaction Database (ORD), a public repository of structured organic reaction records. describe an organic reaction: reactants, conditions, products, and yield Reactants: O=c1c2c(F)cccc2nc(CCl)n1-c1ccccc1Cl, [K+], [K+], O=C([O-])[O-], CN(C)C=O, O, Sc1ncnc2nc[nH]c12. Yields the product O=c1c2c(F)cccc2nc(CSc2ncnc3[nH]cnc23)n1-c1ccccc1Cl. As a reaction SMILES: [Cl:1][CH2:2][c:3]1[n:4][c:5]2[cH:6][cH:7][cH:8][c:9]([F:21])[c:10]2[c:11](=[O:20])[n:12]1-[c:13]1[c:14]([Cl:19])[cH:15][cH:16][cH:17][cH:18]1.[K+:33].[K+:34].[O-:35][C:36]([O-:37])=[O:38].[O:39]=[CH:40][N:41]([CH3:42])[CH3:43].[OH2:22].[SH:23][c:24]1[c:25]2[nH:26][cH:27][n:28][c:29]2[n:30][cH:31][n:32]1>>[CH2:2]([c:3]1[n:4][c:5]2[cH:6][cH:7][cH:8][c:9]([F:21])[c:10]2[c:11](=[O:20])[n:12]1-[c:13]1[c:14]([Cl:19])[cH:15][cH:16][cH:17][cH:18]1)[S:23][c:24]1[c:25]2[n:26][cH:27][nH:28][c:29]2[n:30][cH:31][n:32]1. Reactants: C1(=CC=C(C=C1)S(=O)(=O)Cl)C (p-toluenesulphonyl chloride), OCCC1OC2=CC=CC=C2CC1 (2-(2-hydroxyethyl)chroman). Solvent: N1=CC=CC=C1 (pyridine). Conditions: time 3 hour. Yields the product C1(=CC=C(C=C1)S(=O)(=O)OCCC1OC2=CC=CC=C2CC1)C (2-[2-(p-toluenesulphonyloxy)ethyl]chroman). Yield: 34.8%. Reaction SMILES: [C:1]1([CH3:11])[CH:6]=[CH:5][C:4]([S:7](Cl)(=[O:9])=[O:8])=[CH:3][CH:2]=1.[OH:12][CH2:13][CH2:14][CH:15]1[CH2:24][CH2:23][C:22]2[C:17](=[CH:18][CH:19]=[CH:20][CH:21]=2)[O:16]1>N1C=CC=CC=1>[C:1]1([CH3:11])[CH:6]=[CH:5][C:4]([S:7]([O:12][CH2:13][CH2:14][CH:15]2[CH2:24][CH2:23][C:22]3[C:17](=[CH:18][CH:19]=[CH:20][CH:21]=3)[O:16]2)(=[O:9])=[O:8])=[CH:3][CH:2]=1. Procedure details: 15.73 g (82.5 mmol) of p-toluenesulphonyl chloride are added at room temperature while stirring to a solution of 13.36 g (75 mmol) of 2-(2-hydroxyethyl)chroman in 90 ml of absolute pyridine, the slightly exothermic reaction being maintained at room temperature by means of an ice bath. After stirring for a further 3 hours at room temperature, the reaction mixture is poured onto ice-water. The crystals formed are filtered off with suction, washed with water and dried in vacuo. There are obtained 8... Reactants: O=C([O-])O, C=CCNCC=C, Cc1csc2c(N3CCC(C)CC3)nc(Cl)nc12, [Na+]. The product is C=CCNc1nc(N2CCC(C)CC2)c2scc(C)c2n1. RXN SMILES: [C:26](=[O:27])([O-:28])[OH:29].[CH2:19]([CH:20]=[CH2:21])[NH:22][CH2:23][CH:24]=[CH2:25].[Cl:1][c:2]1[n:3][c:4]([N:12]2[CH2:13][CH2:14][CH:15]([CH3:18])[CH2:16][CH2:17]2)[c:5]2[c:6]([n:7]1)[c:8]([CH3:11])[cH:9][s:10]2.[Na+:30]>>[c:2]1([NH:22][CH2:19][CH:20]=[CH2:21])[n:3][c:4]([N:12]2[CH2:13][CH2:14][CH:15]([CH3:18])[CH2:16][CH2:17]2)[c:5]2[c:6]([n:7]1)[c:8]([CH3:11])[cH:9][s:10]2. The reactants are N[C@H]1COC2=C(C1)C(=CC=C2F)OC ((R)-3-Amino-8-fluoro-5-methoxy-3,4-dihydro-2H-1-benzopyran), CC(=O)C (acetone), C(C)(=O)O (acetic acid), C(#N)[BH3-].[Na+] (sodium cyanoborohydride). Run in CO (methanol). Reaction conditions: time 8 hour. Yields the product FC1=CC=C(C=2C[C@H](COC21)NC(C)C)OC ((R)-8-Fluoro-3-(N-isopropylamino)-5-methoxy-3,4-dihydro-2H-1-benzopyran). As a reaction SMILES: [NH2:1][C@@H:2]1[CH2:7][C:6]2[C:8]([O:13][CH3:14])=[CH:9][CH:10]=[C:11]([F:12])[C:5]=2[O:4][CH2:3]1.[CH3:15][C:16]([CH3:18])=O.C([BH3-])#N.[Na+].C(O)(=O)C>CO>[F:12][C:11]1[C:5]2[O:4][CH2:3][C@H:2]([NH:1][CH:16]([CH3:18])[CH3:15])[CH2:7][C:6]=2[C:8]([O:13][CH3:14])=[CH:9][CH:10]=1 |f:2.3|. Procedure: (R)-3-Amino-8-fluoro-5-methoxy-3,4-dihydro-2H-1-benzopyran (1.62 g, 8.21 mmol) was dissolved in anhydrous methanol (20 mL) and to this was acetone (6.0 mL, 82.1 mmol) added. The reaction was cooled (ice-bath) then sodium cyanoborohydride (0.92 g, 14.8 mmol) was added, the pH was adjusted to 4-5 with acetic acid and the reaction was allowed to stir at room temperature overnight. The solvent was removed in vacuo, the remains were taken into a 2M solution of NH3 and then extracted thrice with dieth... The reactants are O (water), C(C1=CC=CC=C1)C#N (benzyl cyanide), ClC1=NC=CC=C1 (2-chloropyridine), [NH2-].[Na+] (sodium amide). The solvent is C1(=CC=CC=C1)C (toluene), C(C)(=O)OCC.O (ethyl acetate water). The product is C1(=CC=CC=C1)C(C#N)C1=NC=CC=C1 ((RS)-phenyl-pyridin-2-yl-acetonitrile). Yield: 41.0%. As a reaction SMILES: [CH2:1]([C:8]#[N:9])[C:2]1[CH:7]=[CH:6][CH:5]=[CH:4][CH:3]=1.Cl[C:11]1[CH:16]=[CH:15][CH:14]=[CH:13][N:12]=1.[NH2-].[Na+].O>C1(C)C=CC=CC=1.C(OCC)(=O)C.O>[C:2]1([CH:1]([C:11]2[CH:16]=[CH:15][CH:14]=[CH:13][N:12]=2)[C:8]#[N:9])[CH:7]=[CH:6][CH:5]=[CH:4][CH:3]=1 |f:2.3,6.7|. Procedure details: To a solution of benzyl cyanide (5.00 g, 42.7 mmol) and 2-chloropyridine (4.85 g, 42.7 mmol) in 15 ml of toluene was added finely powdered sodium amide (3.33 g, 85.4 mmol) in portions keeping the temperature between 20-30° C. The suspension was refluxed for 6 h. After cooling, 100 ml water is added and the product is worked up with ethyl acetate/water. After drying (MgSO4) and concentration, the crude material is purified by flash chromatography on silicagel using a 1:4 mixture of ethyl acetate ... Reactants: C1(CCCCO1)=O (valerolactone), S(O)(O)(=O)=O (sulphuric acid), CO (methyl alcohol). Yields the product OCCCCC(=O)OC (methyl 5-hydroxypentanoate). RXN SMILES: [C:1]1(=[O:7])[O:6][CH2:5][CH2:4][CH2:3][CH2:2]1.S(=O)(=O)(O)O.[CH3:13][OH:14]>>[OH:14][CH2:13][CH2:4][CH2:3][CH2:2][C:1]([O:6][CH3:5])=[O:7]. Procedure: reaction of valerolactone with methyl alcohol in the presence of sulphuric acid to produce methyl 5-hydroxypentanoate,